This data is from the Open Reaction Database (ORD), a public repository of structured organic reaction records. The task is: describe an organic reaction: reactants, conditions, products, and yield The reactants are solid, C1(CC1)COC1=NC=CC=C1C1=NC2=C(N1CC1=CC=C(C=C1)CCC(=O)O)C=C(C(=C2)F)F (3-{4-[2-(2-Cyclopropylmethoxy-pyridin-3-yl)-5,6-difluoro-benzoimidazol-1-ylmethyl]-phenyl}-propionic acid), ClC1=CC(=C(C=C1)C1=NC2=C(N1CC1CCCCC1)C=C(C(=C2)F)F)OCC2=C(C=CC=C2)Cl (2-[4-Chloro-2-(2-chloro-benzyloxy)-phenyl]-1-cyclohexylmethyl-5,6-difluoro-1H-benzoimidazole), ClC1=CC(=C(C=C1)C1=NC2=C(N1CC1CCCCC1)C=C(C(=C2)F)F)OCC2=C(C=CC=C2)Cl (2-[4-Chloro-2-(2-chloro-benzyloxy)-phenyl]-1-cyclohexylmethyl-5,6-difluoro-1H-benzoimidazole), BrCC1=CC(=CC=C1)Cl (1-bromomethyl-3-chloro-benzene). Yields the product ClC=1C=C(CN2C(=NC3=C2C=C(C(=C3)F)F)C3=C(C=C(C=C3)Cl)OC)C=CC1 (1-(3-Chloro-benzyl)-2-(4-chloro-2-methoxy-phenyl)-5,6-difluoro-1H-benzoimidazole). Reaction SMILES: C1(COC2C(C3N(CC4C=CC(CCC(O)=O)=CC=4)C4C=C(F)C(F)=CC=4N=3)=CC=CN=2)CC1.[Cl:35][C:36]1[CH:41]=[CH:40][C:39]([C:42]2[N:46]([CH2:47][CH:48]3[CH2:53][CH2:52][CH2:51][CH2:50][CH2:49]3)[C:45]3[CH:54]=[C:55]([F:59])[C:56]([F:58])=[CH:57][C:44]=3[N:43]=2)=[C:38]([O:60][CH2:61]C2C=CC=CC=2Cl)[CH:37]=1.BrCC1C=CC=C([Cl:77])C=1>>[Cl:77][C:50]1[CH:49]=[C:48]([CH:53]=[CH:52][CH:51]=1)[CH2:47][N:46]1[C:45]2[CH:54]=[C:55]([F:59])[C:56]([F:58])=[CH:57][C:44]=2[N:43]=[C:42]1[C:39]1[CH:40]=[CH:41][C:36]([Cl:35])=[CH:37][C:38]=1[O:60][CH3:61]. Procedure details: The title compound was prepared in analogy to Example 19, intermediate b, from 2-(4-chloro-2-methoxy-phenyl)-5,6-difluoro-1H-benzoimidazole (Example 19, intermediate c) and 1-bromomethyl-3-chloro-benzene (CAS Reg. No. 766-80-3). Brown sticky solid (95%). MS (Turbo Spray): m/z=419.2 (M+H).